From a dataset of the Open Reaction Database (ORD), a public repository of structured organic reaction records. describe an organic reaction: reactants, conditions, products, and yield Reactants: C(C=C)C12C(CC(C=C1)C2)C(=O)Cl (allylbicyclo[2.2.1]hept-5-ene-2-carbonyl chloride), CN (methylamine). Solvent: CCOCC (ether). Conditions: time 1 hour. Product: CNC(=O)C1C2(C=CC(C1)C2)CC=C (allylbicyclo[2.2.1]hept-5-ene-2-carboxylic acid N-methylamide). RXN SMILES: [CH2:1]([C:4]12[CH2:10][CH:7]([CH:8]=[CH:9]1)[CH2:6][CH:5]2[C:11](Cl)=[O:12])[CH:2]=[CH2:3].[CH3:14][NH2:15]>CCOCC>[CH3:14][NH:15][C:11]([CH:5]1[CH2:6][CH:7]2[CH2:10][C:4]1([CH2:1][CH:2]=[CH2:3])[CH:9]=[CH:8]2)=[O:12]. Reported procedure: With cooling, 9.8 g of allylbicyclo[2.2.1]hept-5-ene-2-carbonyl chloride are added dropwise to 50 ml of a 40% aqueous methylamine solution. After 1 hour at 20° C., 100 ml of ether are added. The organic phase is separated, and working up is effected as described in Example 4, affording 8.0 g (84% of theory) of a yellow liquid. For the purpose of characterisation, a sample is distilled in a bulb tube; nD20 =1.5160; η25 =420 mPas.